From a dataset of the Open Reaction Database (ORD), a public repository of structured organic reaction records. describe an organic reaction: reactants, conditions, products, and yield The reactants are ClC1=CC=2C3=C(NC2C=C1)CCN(CC3)C (9-chloro-3-methyl-1,2,3,4,5,6-hexahydroazepino[4,5-b]indole), C(=C)C1=NC=CC=C1 (2-vinylpyridine). Reagents/catalysts: [Cl-].C(CCC)[N+](CCCC)(CCCC)CCCC (tetra n-butyl ammonium chloride). The solvent is O (water), [OH-].[Na+] (NaOH). Run at temperature 80 celsius. The product is ClC1=CC=2C3=C(N(C2C=C1)CCC1=NC=CC=C1)CCN(CC3)C (9-chloro-3-methyl-6-(2-(pyridin-2-yl)ethyl)-1,2,3,4,5,6-hexahydroazepino[4,5-b]indole). The yield is 39.2%. RXN SMILES: [Cl:1][C:2]1[CH:10]=[CH:9][C:8]2[NH:7][C:6]3[CH2:11][CH2:12][N:13]([CH3:16])[CH2:14][CH2:15][C:5]=3[C:4]=2[CH:3]=1.[CH:17]([C:19]1[CH:24]=[CH:23][CH:22]=[CH:21][N:20]=1)=[CH2:18]>[OH-].[Na+].[Cl-].C([N+](CCCC)(CCCC)CCCC)CCC.O>[Cl:1][C:2]1[CH:10]=[CH:9][C:8]2[N:7]([CH2:18][CH2:17][C:19]3[CH:24]=[CH:23][CH:22]=[CH:21][N:20]=3)[C:6]3[CH2:11][CH2:12][N:13]([CH3:16])[CH2:14][CH2:15][C:5]=3[C:4]=2[CH:3]=1 |f:2.3,4.5|. Procedure: The title compound was prepared by following general procedure 4. To a solution of 9-chloro-3-methyl-1,2,3,4,5,6-hexahydroazepino[4,5-b]indole (150 mg, 0.6 mmol) in 50% aq. NaOH solution (7 mL), tetra n-butyl ammonium chloride (9 mg, 0.03 mmol) was added followed by 2-vinylpyridine (74 mg, 0.7 mmol) The reaction mixture was heated at 80° C. for 14 h. After completion of reaction, the reaction mixture was diluted with water, extracted with ethyl acetate; the organic layer was dried over Na2SO4, a... The reactants are CN1C(N(C(C=C1C(F)(F)F)=O)C=1C=CC2=C(C(=NS2)C(C(=O)O)(C)C)C1)=O (5-[3,6-dihydro-3-methyl-2,6-dioxo-4-(trifluoromethyl)-1(2H)-pyrimidinyl]-α,α-dimethyl-1,2-benzisothiazole-3-acetic acid), N1=CC=CC2=CC=CC=C12 (quinoline). The solvent is C(C)(=O)OCC (ethyl acetate). Run at temperature 140 celsius, time 15 minute. The product is C(C)(C)C1=NSC2=C1C=C(C=C2)N2C(N(C(=CC2=O)C(F)(F)F)C)=O (3-(3-Isopropyl-1,2-benzisothiazol-5-yl)-1-methyl-6-(trifluoromethyl)-2,4(1H,3H)-pyrimidinedione). Isolated yield 35.8%. Reaction SMILES: [CH3:1][N:2]1[C:7]([C:8]([F:11])([F:10])[F:9])=[CH:6][C:5](=[O:12])[N:4]([C:13]2[CH:14]=[CH:15][C:16]3[S:20][N:19]=[C:18]([C:21](C)([CH3:25])[C:22](O)=O)[C:17]=3[CH:27]=2)[C:3]1=[O:28].N1C2C(=CC=CC=2)C=CC=1>C(OCC)(=O)C>[CH:21]([C:18]1[C:17]2[CH:27]=[C:13]([N:4]3[C:5](=[O:12])[CH:6]=[C:7]([C:8]([F:9])([F:11])[F:10])[N:2]([CH3:1])[C:3]3=[O:28])[CH:14]=[CH:15][C:16]=2[S:20][N:19]=1)([CH3:25])[CH3:22]. Reported procedure: A mixture of 5-[3,6-dihydro-3-methyl-2,6-dioxo-4-(trifluoromethyl)-1(2H)-pyrimidinyl]-α,α-dimethyl-1,2-benzisothiazole-3-acetic acid (2.00 g, 0.00484 mol) and quinoline (20.0 ml) is heated to 140° C. with stirring. After 15 minutes, the mixture is cooled to room temperature, diluted with ethyl acetate, washed sequentially with 2 N hydrochloric acid, saturated sodium bicarbonate and brine, dried over anhydrous magnesium sulfate, and concentrated in vacuo to a yellow solid. The solid is recrystall... The reactants are ClC1=C2C=CC(=NC2=CC=C1C)C (5-Chloro-6-methylquinaldine). Reagents/catalysts: [Pt] (platinum on carbon). The product is ClC1=C2CCC(NC2=CC=C1C)C (5-chloro-2,6-dimethyltetrahydroquinoline). RXN SMILES: [Cl:1][C:2]1[C:11]([CH3:12])=[CH:10][CH:9]=[C:8]2[C:3]=1[CH:4]=[CH:5][C:6]([CH3:13])=[N:7]2>[Pt]>[Cl:1][C:2]1[C:11]([CH3:12])=[CH:10][CH:9]=[C:8]2[C:3]=1[CH2:4][CH2:5][CH:6]([CH3:13])[NH:7]2. Procedure: 5-Chloro-6-methylquinaldine was reduced with platinum on carbon to give 5-chloro-2,6-dimethyltetrahydroquinoline. As a reaction SMILES: C[C@@H]([C@@H]1[C@@]2(C)CC[C@@]34C[C@]53C[CH2:24][C@H:25]([O:29][C:30](/[CH:32]=[CH:33]/[C:34]3[CH:35]=[CH:36][C:37]([OH:42])=[C:38]([O:40][CH3:41])[CH:39]=3)=[O:31])C(C)(C)[C@@H]5CC[C@H]4[C@]2(C)CC1)CCC=C(C)C.C(OC(=O)C)(=[O:47])C>N1C=CC=CC=1>[C:30]([O:29][C:25](=[O:47])[CH3:24])(=[O:31])/[CH:32]=[CH:33]/[C:34]1[CH:35]=[CH:36][C:37]([OH:42])=[C:38]([O:40][CH3:41])[CH:39]=1. Product: C(\C=C\C1=CC(OC)=C(O)C=C1)(=O)OC(C)=O (acetyl ferulate). Procedure: Commercial available γ-oryzanol (100 g, 24-methylenecycloartanol content 45%) was acetylated with acetic anhydride in pyridine. This acetylated γ-oryzanol was recrystallized repeatedly from chloroform-ethyl acetate-ethanol (4:3:2, V/V), giving acetyl ferulate (18 g) of 24-methylenecycloartanol content 95%. This acetyl ferulate was completely saponified in the solution of 2N NaOH-ethanol, then the obtained alcohol was converted into the benzoate. This benzoate was recrystallized repeatedly, and c... Reactants: C[C@H](CCC=C(C)C)[C@H]1CC[C@@]2([C@@]1(CC[C@]34[C@H]2CC[C@@H]5[C@]3(C4)CC[C@@H](C5(C)C)OC(=O)/C=C/C=6C=CC(=C(C6)OC)O)C)C (γ-oryzanol), C(C)(=O)OC(C)=O (acetic anhydride). The solvent is N1=CC=CC=C1 (pyridine). Reactants: [H-].[Na+] (sodium hydride), C(C)(=O)OC(C)=O (acetic anhydride), ClC1=C(C=CC(=C1)C(F)(F)F)N1CCNC2=CC(=CC=C12)S(=O)(=O)N(C1=NC=NS1)CC1=C(C=C(C=C1)OC)OC (1-(2-chloro-4-(trifluoromethyl)phenyl)-N-(2,4-dimethoxybenzyl)-N-(1,2,4-thiadiazol-5-yl)-1,2,3,4-tetrahydroquinoxaline-6-sulfonamide), ClC1=C(C=CC(=C1)C(F)(F)F)N1CCNC2=CC(=CC=C12)S(=O)(=O)N(C1=NC=NS1)CC1=C(C=C(C=C1)OC)OC (1-(2-chloro-4-(trifluoromethyl)phenyl)-N-(2,4-dimethoxybenzyl)-N-(1,2,4-thiadiazol-5-yl)-1,2,3,4-tetrahydroquinoxaline-6-sulfonamide), CN(C)C=O (DMF), [H-].[Na+] (Sodium hydride), C(C)(=O)OC(C)=O (Acetic anhydride), C(C)(=O)OC(C)=O (acetic anhydride). Solvent: [Cl-].[Na+].O (brine), O (water), CCOC(=O)C (EtOAc). Conditions: time 30 minute. Yields the product C(C)(=O)N1CCN(C2=CC=C(C=C12)S(=O)(=O)N(C1=NC=NS1)CC1=C(C=C(C=C1)OC)OC)C1=C(C=C(C=C1)C(F)(F)F)Cl (4-acetyl-1-(2-chloro-4-(trifluoromethyl)phenyl)-N-(2,4-dimethoxybenzyl)-N-(1,2,4-thiadiazol-5-yl)-1,2,3,4-tetrahydroquinoxaline-6-sulfonamide). As a reaction SMILES: [Cl:1][C:2]1[CH:7]=[C:6]([C:8]([F:11])([F:10])[F:9])[CH:5]=[CH:4][C:3]=1[N:12]1[C:21]2[C:16](=[CH:17][C:18]([S:22]([N:25]([CH2:31][C:32]3[CH:37]=[CH:36][C:35]([O:38][CH3:39])=[CH:34][C:33]=3[O:40][CH3:41])[C:26]3[S:30][N:29]=[CH:28][N:27]=3)(=[O:24])=[O:23])=[CH:19][CH:20]=2)[NH:15][CH2:14][CH2:13]1.CN(C=O)C.[H-].[Na+].[C:49](OC(=O)C)(=[O:51])[CH3:50]>O.CCOC(C)=O.[Cl-].[Na+].O>[C:49]([N:15]1[C:16]2[C:21](=[CH:20][CH:19]=[C:18]([S:22]([N:25]([CH2:31][C:32]3[CH:37]=[CH:36][C:35]([O:38][CH3:39])=[CH:34][C:33]=3[O:40][CH3:41])[C:26]3[S:30][N:29]=[CH:28][N:27]=3)(=[O:24])=[O:23])[CH:17]=2)[N:12]([C:3]2[CH:4]=[CH:5][C:6]([C:8]([F:10])([F:9])[F:11])=[CH:7][C:2]=2[Cl:1])[CH2:13][CH2:14]1)(=[O:51])[CH3:50] |f:2.3,7.8.9|. Procedure details: A vial was charged with 1-(2-chloro-4-(trifluoromethyl)phenyl)-N-(2,4-dimethoxybenzyl)-N-(1,2,4-thiadiazol-5-yl)-1,2,3,4-tetrahydroquinoxaline-6-sulfonamide (INTERMEDIATE V, 0.045 g, 0.072 mmol) and DMF (0.719 mL). Sodium hydride (60% in mineral oil) (4.31 mg, 0.108 mmol) was added to give a dark brown solution. Acetic anhydride (0.014 mL, 0.144 mmol) was added dropwise, and the mixture lightened significantly and thickened up. After stirring for 30 minutes at room temperature, additional acetic... As a reaction SMILES: [Cl:1][c:2]1[n:3][c:4]([S:11][CH3:12])[n:5][c:6]([Cl:10])[c:7]1[CH:8]=[O:9].[NH3:13].[cH:14]1[cH:15][cH:16][cH:17][cH:18][cH:19]1>>[Cl:1][c:2]1[n:3][c:4]([S:11][CH3:12])[n:5][c:6]([NH2:13])[c:7]1[CH:8]=[O:9]. Product: CSc1nc(N)c(C=O)c(Cl)n1. The reactants are CSc1nc(Cl)c(C=O)c(Cl)n1, N, c1ccccc1. Starting materials: CN1N=C(N=C1C1=CC=C(C=C1)OC)SC (1-methyl-3-methylthio-5-(4-methoxyphenyl)-1H-1,2,4-triazole), N[C@@H](CCSC)C(=O)O (L-methionine), CS(=O)(=O)O (methanesulphonic acid). Run in C(C)(C)O (isopropanol). The product is OC1=CC=C(C=C1)C1=NC(=NN1C)SC (5-(4-hydroxyphenyl)-1-methyl-3-methylthio-1H-1,2,4-triazole). As a reaction SMILES: [CH3:1][N:2]1[C:6]([C:7]2[CH:12]=[CH:11][C:10]([O:13]C)=[CH:9][CH:8]=2)=[N:5][C:4]([S:15][CH3:16])=[N:3]1.N[C@H](C(O)=O)CCSC.CS(O)(=O)=O>C(O)(C)C>[OH:13][C:10]1[CH:9]=[CH:8][C:7]([C:6]2[N:2]([CH3:1])[N:3]=[C:4]([S:15][CH3:16])[N:5]=2)=[CH:12][CH:11]=1. Procedure details: Analogously to Example (15b), a mixture of 49.6 g of 1-methyl-3-methylthio-5-(4-methoxyphenyl)-1H-1,2,4-triazole, 40 g of L-methionine and 380 ml of methanesulphonic acid is heated for 24 hours in a bath at 110°-120° and analogously worked up, yielding 5-(4-hydroxyphenyl)-1-methyl-3-methylthio-1H-1,2,4-triazole having a melting point of 216°-220° (from isopropanol).